Task: describe an organic reaction: reactants, conditions, products, and yield. Dataset: the Open Reaction Database (ORD), a public repository of structured organic reaction records The reactants are NC1=C(C(=O)C2=C(C=CC=C2)Cl)C=CC=C1 (2-amino-2'-chlorobenzophenone), ClC1=NC=CC=C1[N+](=O)[O-] (2-chloro-3-nitropyridine), [OH-].[Na+] (sodium hydroxide). Run in C1(=CC=CC=C1)C (toluene). Conditions: temperature 110 celsius, time 45 minute. The product is ClC1=C(C=CC=C1)C(=O)C1=C(C=CC=C1)NC1=NC=CC=C1[N+](=O)[O-] ((2-Chlorophenyl)[2-[(3-nitro-2-pyridinyl)amino]phenyl]methanone). Isolated yield 38.3%. As a reaction SMILES: [NH2:1][C:2]1[CH:16]=[CH:15][CH:14]=[CH:13][C:3]=1[C:4]([C:6]1[CH:11]=[CH:10][CH:9]=[CH:8][C:7]=1[Cl:12])=[O:5].Cl[C:18]1[C:23]([N+:24]([O-:26])=[O:25])=[CH:22][CH:21]=[CH:20][N:19]=1.[OH-].[Na+]>C1(C)C=CC=CC=1>[Cl:12][C:7]1[CH:8]=[CH:9][CH:10]=[CH:11][C:6]=1[C:4]([C:3]1[CH:13]=[CH:14][CH:15]=[CH:16][C:2]=1[NH:1][C:18]1[C:23]([N+:24]([O-:26])=[O:25])=[CH:22][CH:21]=[CH:20][N:19]=1)=[O:5] |f:2.3|. Procedure: Under nitrogen atmosphere, 44.4 g (0.192 mole) of 2-amino-2'-chlorobenzophenone was added in four portions at 15 min intervals to a stirred melt (130°-135° C.) of 33.5 g (0.211 mole) of 2-chloro-3-nitropyridine. Heating was continued for 30 min at 130°-125° C. and for 45 min at 145° C. The reaction mixture was cooled to 110° C. and 200 ml of hot toluene was added. To the cooled mixture (room temperature) 100 ml of 10% aqueous sodium hydroxide was added and stirring was continued for 15 min. The ...